From a dataset of the Open Reaction Database (ORD), a public repository of structured organic reaction records. describe an organic reaction: reactants, conditions, products, and yield The reactants are BrCCc1ccccc1, Cn1cc(-c2cn(COCC[Si](C)(C)C)c3ncc(O)cc23)cn1, CC(C)=O, [K+], [K+], O=C([O-])[O-]. Product: Cn1cc(-c2cn(COCC[Si](C)(C)C)c3ncc(OCCc4ccccc4)cc23)cn1. RXN SMILES: [Br:25][CH2:26][CH2:27][c:28]1[cH:29][cH:30][cH:31][cH:32][cH:33]1.[CH3:1][n:2]1[n:3][cH:4][c:5](-[c:7]2[cH:8][n:9]([CH2:17][O:18][CH2:19][CH2:20][Si:21]([CH3:22])([CH3:23])[CH3:24])[c:10]3[n:11][cH:12][c:13]([OH:16])[cH:14][c:15]23)[cH:6]1.[CH3:40][C:41](=[O:42])[CH3:43].[K+:34].[K+:35].[O-:36][C:37]([O-:38])=[O:39]>>[CH3:1][n:2]1[n:3][cH:4][c:5](-[c:7]2[cH:8][n:9]([CH2:17][O:18][CH2:19][CH2:20][Si:21]([CH3:22])([CH3:23])[CH3:24])[c:10]3[n:11][cH:12][c:13]([O:16][CH2:26][CH2:27][c:28]4[cH:29][cH:30][cH:31][cH:32][cH:33]4)[cH:14][c:15]23)[cH:6]1. The reactants are CC(C)(C)OC(=O)NCC(CO)NC(=O)OCc1ccccc1, CO, C1COCCO1. Yields the product CC(C)(C)OC(=O)NCC(N)CO. As a reaction SMILES: [CH2:1]([O:2][C:3](=[O:4])[NH:11][CH:12]([CH2:13][OH:14])[CH2:15][NH:16][C:17](=[O:18])[O:19][C:20]([CH3:21])([CH3:22])[CH3:23])[c:5]1[cH:6][cH:7][cH:8][cH:9][cH:10]1.[CH3:24][OH:25].[O:26]1[CH2:27][CH2:28][O:29][CH2:30][CH2:31]1>>[NH2:11][CH:12]([CH2:13][OH:14])[CH2:15][NH:16][C:17](=[O:18])[O:19][C:20]([CH3:21])([CH3:22])[CH3:23]. Reactants: COC(=O)C(Cc1cc(-c2ccccc2)ncc1NC(=O)OC(C)(C)C)NC(=O)OCc1ccccc1, ClCCl, O=C(O)C(F)(F)F. Yields the product O=C(NC1Cc2cc(-c3ccccc3)ncc2NC1=O)OCc1ccccc1. As a reaction SMILES: [CH2:1]([c:2]1[cH:3][cH:4][cH:5][cH:6][cH:7]1)[O:8][C:9](=[O:10])[NH:11][CH:12]([CH2:17][c:18]1[cH:19][c:20](-[c:32]2[cH:33][cH:34][cH:35][cH:36][cH:37]2)[n:21][cH:22][c:23]1[NH:24][C:25](=[O:26])[O:27][C:13]([CH3:14])([CH3:15])[CH3:16])[C:28]([O:29][CH3:30])=[O:31].[Cl:45][CH2:46][Cl:47].[F:38][C:39]([F:40])([F:41])[C:42]([OH:43])=[O:44]>>[CH2:1]([c:2]1[cH:3][cH:4][cH:5][cH:6][cH:7]1)[O:8][C:9](=[O:10])[NH:11][CH:12]1[CH2:17][c:18]2[cH:19][c:20](-[c:32]3[cH:33][cH:34][cH:35][cH:36][cH:37]3)[n:21][cH:22][c:23]2[NH:24][C:25]1=[O:27].